This data is from the Open Reaction Database (ORD), a public repository of structured organic reaction records. The task is: describe an organic reaction: reactants, conditions, products, and yield Reactants: FC(C(=O)N[C@H]([C@H](OC=1C=C2C=NN(C2=CC1)C=1C=C(C(=O)OCC(C)C)C=CC1)C1=CC2=C(OCCO2)C=C1)C)(C)F (isobutyl 3-(5-((1R,2S)-2-(2,2-difluoropropanamido)-1-(2,3-dihydrobenzo[b][1,4]dioxin-6-yl)propoxy)-1H-indazol-1-yl)benzoate), [OH-].[Na+] (NaOH), Cl (HCl), [OH-].[Na+] (NaOH). Solvent: C1CCOC1 (THF), C(C)#N (acetonitrile), CC#N (MeCN), C1CCOC1 (THF). Conditions: time 23 hour. The product is FC(C(=O)N[C@H]([C@H](OC=1C=C2C=NN(C2=CC1)C=1C=C(C(=O)O)C=CC1)C1=CC2=C(OCCO2)C=C1)C)(C)F (3-(5-((1R,2S)-2-(2,2-difluoropropanamido)-1-(2,3-dihydrobenzo[b][1,4]dioxin-6-yl)propoxy)-1H-indazol-1-yl)benzoic acid). As a reaction SMILES: [F:1][C:2]([F:43])([CH3:42])[C:3]([NH:5][C@@H:6]([CH3:41])[C@@H:7]([C:31]1[CH:40]=[CH:39][C:34]2[O:35][CH2:36][CH2:37][O:38][C:33]=2[CH:32]=1)[O:8][C:9]1[CH:10]=[C:11]2[C:15](=[CH:16][CH:17]=1)[N:14]([C:18]1[CH:19]=[C:20]([CH:28]=[CH:29][CH:30]=1)[C:21]([O:23]CC(C)C)=[O:22])[N:13]=[CH:12]2)=[O:4].[OH-].[Na+].Cl>C1COCC1.C(#N)C>[F:43][C:2]([F:1])([CH3:42])[C:3]([NH:5][C@@H:6]([CH3:41])[C@@H:7]([C:31]1[CH:40]=[CH:39][C:34]2[O:35][CH2:36][CH2:37][O:38][C:33]=2[CH:32]=1)[O:8][C:9]1[CH:10]=[C:11]2[C:15](=[CH:16][CH:17]=1)[N:14]([C:18]1[CH:19]=[C:20]([CH:28]=[CH:29][CH:30]=1)[C:21]([OH:23])=[O:22])[N:13]=[CH:12]2)=[O:4] |f:1.2|. Reported procedure: A solution of isobutyl 3-(5-((1R,2S)-2-(2,2-difluoropropanamido)-1-(2,3-dihydrobenzo[b][1,4]dioxin-6-yl)propoxy)-1H-indazol-1-yl)benzoate (I4a) (350 mg, 0.59 mmol) in THF (5 mL) and acetonitrile (2 mL) was treated with 0.25 M NaOH (4.72 mL, 1.18 mmol). The mixture was stirred at ambient temperature for 23 hours, additional 1M NaOH (0.590 mL, 0.59 mmol) was added and the mixture was stirred at +45° C. for 2 hours. The reaction mixture was allowed to cool down and acidified to pH 2.5-3 by adding 1... Procedure: To a mixture of N,N-dimethylformamide (1.20 ml) and tetrahydrofuran (2.4 ml) was added dropwise phosphorus oxychloride (1.25 ml) at -20° C. and the mixture was stirred at 5° C. for 5 minutes. To the mixture was added a solution of (2S,4R)-4-methanesulfonyloxy-1-(4-nitrobenzyloxycarbonyl)proline (4.0 g) in tetrahydrofuran (10 ml) under ice-cooling. The mixture was stirred at the same temperature for 30 minutes. To a solution of 4,5,6,7-tetrahydropyrazolo[1,5-a]pyrimidine (1.40 g) in tetrahydrofur... The yield is 75.5%. Product: CS(=O)(=O)O[C@@H]1C[C@H](N(C1)C(=O)OCC1=CC=C(C=C1)[N+](=O)[O-])C(=O)N1C=2N(CCC1)N=CC2 ((2S,4R)-4-methanesulfonyloxy-1-(4-nitrobenzyloxycarbonyl)-2-{4,5,6,7-tetrahydropyrazolo [1,5-a]pyrimidin-4-yl)carbonylpyrrolidine). The reactants are N1=CC=C2N1CCCN2 (4,5,6,7-tetrahydropyrazolo[1,5-a]pyrimidine), P(=O)(Cl)(Cl)Cl (phosphorus oxychloride), CS(=O)(=O)O[C@@H]1C[C@H](N(C1)C(=O)OCC1=CC=C(C=C1)[N+](=O)[O-])C(=O)O ((2S,4R)-4-methanesulfonyloxy-1-(4-nitrobenzyloxycarbonyl)proline), CN(C=O)C (N,N-dimethylformamide). Run at temperature 5 celsius, time 5 minute. As a reaction SMILES: CN(C)C=O.P(Cl)(Cl)(Cl)=O.[CH3:11][S:12]([O:15][C@H:16]1[CH2:20][N:19]([C:21]([O:23][CH2:24][C:25]2[CH:30]=[CH:29][C:28]([N+:31]([O-:33])=[O:32])=[CH:27][CH:26]=2)=[O:22])[C@H:18]([C:34](O)=[O:35])[CH2:17]1)(=[O:14])=[O:13].[N:37]1[N:41]2[CH2:42][CH2:43][CH2:44][NH:45][C:40]2=[CH:39][CH:38]=1>O1CCCC1.O.C(OCC)(=O)C.C(N(CC)CC)C>[CH3:11][S:12]([O:15][C@H:16]1[CH2:20][N:19]([C:21]([O:23][CH2:24][C:25]2[CH:30]=[CH:29][C:28]([N+:31]([O-:33])=[O:32])=[CH:27][CH:26]=2)=[O:22])[C@H:18]([C:34]([N:45]2[CH2:44][CH2:43][CH2:42][N:41]3[N:37]=[CH:38][CH:39]=[C:40]23)=[O:35])[CH2:17]1)(=[O:14])=[O:13]. The solvent is O1CCCC1 (tetrahydrofuran), O (water), C(C)N(CC)CC (triethylamine), C(C)(=O)OCC (ethyl acetate), O1CCCC1 (tetrahydrofuran), O1CCCC1 (tetrahydrofuran). Reactants: solution, C(CCC)[Li] (n-butyllithium), C[Si](N[Si](C)(C)C)(C)C (hexamethyldisilazane), C(C=C)SC1CC(N1CC(=O)OCC1=CC=C(C=C1)[N+](=O)[O-])=O (4-nitrobenzyl 2-(4-allylthioazetidin-2-on-1-yl)acetate), C(C)(=O)OC(C)=O (acetic anhydride). Run in CCCCCC (hexane), C1CCOC1 (THF), C1CCOC1 (THF), C(=S)=S (carbon-disulphide), C(C)(=O)O (acetic acid). Product: C[Si]([N-][Si](C)(C)C)(C)C.[Li+] (lithium hexamethyldisilazide). Reaction SMILES: C([Li:5])CCC.[CH3:6][Si:7]([CH3:14])([CH3:13])[NH:8][Si:9]([CH3:12])([CH3:11])[CH3:10].C(SC1N(CC(OCC2C=CC([N+]([O-])=O)=CC=2)=O)C(=O)C1)C=C.C(OC(=O)C)(=O)C>CCCCCC.C1COCC1.C(O)(=O)C.C(=S)=S>[CH3:6][Si:7]([CH3:14])([CH3:13])[N-:8][Si:9]([CH3:12])([CH3:11])[CH3:10].[Li+:5] |f:8.9|. Procedure: A solution of lithium hexamethyldisilazide was prepared by the addition of 5.12 ml of a 1.6M solution of n-butyllithium in hexane to 1.75 ml of hexamethyldisilazane in 25 ml of dry THF at -10° with stirring, under argon. The solution was cooled to -78° and added by cannula to 1.57 g of 4-nitrobenzyl 2-(4-allylthioazetidin-2-on-1-yl)acetate in 12 ml of dry THF at -78°, with stirring under argon. After 5 minutes 0.846 ml of carbon-disulphide was added by syringe. 1.77 ml of acetic anhydride were t... The reactants are C(C)(=O)OCC=C(CCOC(C)C)C (1-acetoxy-5-isopropoxy-3-methyl-2-pentene). The reagents and catalysts are [Ni] (Raney nickel), catalyst. The solvent is C(C)O (ethanol). Conditions: time 20 hour. The product is C(C)(=O)OCCC(CCOC(C)C)C (1-acetoxy-5-isopropoxy-3-methyl-pentane). Reaction SMILES: [C:1]([O:4][CH2:5][CH:6]=[C:7]([CH3:14])[CH2:8][CH2:9][O:10][CH:11]([CH3:13])[CH3:12])(=[O:3])[CH3:2]>C(O)C.[Ni]>[C:1]([O:4][CH2:5][CH2:6][CH:7]([CH3:14])[CH2:8][CH2:9][O:10][CH:11]([CH3:13])[CH3:12])(=[O:3])[CH3:2]. Reported procedure: 600 g of 1-acetoxy-5-isopropoxy-3-methyl-2-pentene are hydrogenated in 2000 cc of ethanol with 60 g of Raney nickel at 71 atmospheric pressure and 70°C for 24 hours. After this period, another 30 g of catalyst are added and hydrogenation is effected under the same conditions for a further 20 hours. After filtration, the reaction mixture is evaporated and the residue is distilled. Gas-chromatographically pure 1-acetoxy-5-isopropoxy-3-methyl-pentane is obtained. B.P.: 106°-108°/12 mm Hg. nD20 = 1....